Dataset: the Open Reaction Database (ORD), a public repository of structured organic reaction records. Task: describe an organic reaction: reactants, conditions, products, and yield The reactants are COc1ccc(C(=O)Cl)cc1, C1CCOC1, CN1CCOCC1, C[Si](C)(C)Cl, Cl, CC(C)C(N)C(=O)N1CCCC1C(=O)O. The product is COc1ccc(C(=O)NC(C(=O)N2CCCC2C(=O)O)C(C)C)cc1. RXN SMILES: [C:29]([c:30]1[cH:31][cH:32][c:33]([O:36][CH3:37])[cH:34][cH:35]1)(=[O:38])[Cl:39].[CH2:40]1[O:41][CH2:42][CH2:43][CH2:44]1.[CH3:1][N:2]1[CH2:3][CH2:4][O:5][CH2:6][CH2:7]1.[CH3:24][Si:25]([CH3:26])([CH3:27])[Cl:28].[ClH:8].[NH2:9][CH:10]([CH:11]([CH3:12])[CH3:13])[C:14](=[O:15])[N:16]1[CH:17]([C:18](=[O:19])[OH:20])[CH2:21][CH2:22][CH2:23]1>>[NH:9]([CH:10]([CH:11]([CH3:12])[CH3:13])[C:14](=[O:15])[N:16]1[CH:17]([C:18](=[O:19])[OH:20])[CH2:21][CH2:22][CH2:23]1)[C:29]([c:30]1[cH:31][cH:32][c:33]([O:36][CH3:37])[cH:34][cH:35]1)=[O:38]. Reactants: IC1=CC(=C(C(=O)O)C=C1)NS(=O)(=O)C=1C=2N=CC=NC2C=CC1 (4-Iodo-2-(quinoxaline-5-sulfonylamino)-benzoic acid), Cl.COC([C@H](CC1=CC(=C(C=C1)F)Br)N)=O ((S)-2-amino-3-(3-bromo-4-fluoro-phenyl)-propionic acid methyl ester hydrochloride). Product: COC([C@H](CC1=CC(=C(C=C1)F)Br)NC(C1=C(C=C(C=C1)I)NS(=O)(=O)C=1C=2N=CC=NC2C=CC1)=O)=O ((S)-3-(3-Bromo-4-fluoro-phenyl)-2-[4-iodo-2-(quinoxaline-5-sulfonylamino)-benzoylamino]-propionic acid methyl ester). As a reaction SMILES: [I:1][C:2]1[CH:10]=[CH:9][C:5]([C:6]([OH:8])=O)=[C:4]([NH:11][S:12]([C:15]2[C:16]3[N:17]=[CH:18][CH:19]=[N:20][C:21]=3[CH:22]=[CH:23][CH:24]=2)(=[O:14])=[O:13])[CH:3]=1.Cl.[CH3:26][O:27][C:28](=[O:40])[C@@H:29]([NH2:39])[CH2:30][C:31]1[CH:36]=[CH:35][C:34]([F:37])=[C:33]([Br:38])[CH:32]=1>>[CH3:26][O:27][C:28](=[O:40])[C@@H:29]([NH:39][C:6](=[O:8])[C:5]1[CH:9]=[CH:10][C:2]([I:1])=[CH:3][C:4]=1[NH:11][S:12]([C:15]1[C:16]2[N:17]=[CH:18][CH:19]=[N:20][C:21]=2[CH:22]=[CH:23][CH:24]=1)(=[O:14])=[O:13])[CH2:30][C:31]1[CH:36]=[CH:35][C:34]([F:37])=[C:33]([Br:38])[CH:32]=1 |f:1.2|. Procedure: 4-Iodo-2-(quinoxaline-5-sulfonylamino)-benzoic acid was coupled to (S)-2-amino-3-(3-bromo-4-fluoro-phenyl)-propionic acid methyl ester hydrochloride as in EXAMPLE 1, Part C, to afford the title compound. HPLC: RT=10.30 min. MS (ESI+): mass calcd. for C25H19BrFIN4O5S, 713.32; m/z found, 713/715 [M+H]+. 1H NMR (500 MHz, CDCl3): 11.09 (s, 1H), 8.99 (d, J=1.7, 1H), 8.92 (d, J=1.7, 1H), 8.58 (dd, J=7.3, 1.3, 1H), 8.33 (dd, J=8.5, 1.3, 1H), 8.09 (d, J=1.5, 1H), 7.90 (dd, J=8.3, 7.5, 1H), 7.30 (dd, J=8... Starting materials: C(C)C1(CC2=C(C=C(C(=C2C1)C)C)C)C (2-ethyl-2,4,5,7-tetramethylindane), COC(Cl)Cl (α,α-dichloromethyl methyl ether). The reagents and catalysts are Cl[Ti](Cl)(Cl)Cl (TiCl4). Run in ClCCl (dichloromethane). Reaction conditions: time 2 hour. Yields the product C(C)C1(CC2=C(C(=C(C(=C2C1)C)C)C=O)C)C (2-Ethyl-2,4,5,7-tetramethylindan-6-carboxaldehyde). Isolated yield 90.0%. Reaction SMILES: [CH2:1]([C:3]1([CH3:15])[CH2:11][C:10]2[C:5](=[C:6]([CH3:14])[CH:7]=[C:8]([CH3:13])[C:9]=2[CH3:12])[CH2:4]1)[CH3:2].[CH3:16][O:17]C(Cl)Cl>ClCCl.Cl[Ti](Cl)(Cl)Cl>[CH2:1]([C:3]1([CH3:15])[CH2:11][C:10]2[C:5](=[C:6]([CH3:14])[C:7]([CH:16]=[O:17])=[C:8]([CH3:13])[C:9]=2[CH3:12])[CH2:4]1)[CH3:2]. Reported procedure: To a solution of 17.7 g of the 2-ethyl-2,4,5,7-tetramethylindane in 100 ml of dry dichloromethane was continuously added 9.5 ml of α,α-dichloromethyl methyl ether and 11.6 ml of TiCl4 at 0° C. The reaction mixture was stirred at room temperature for 2 hours, quenched with 200 ml of water, and separated the organic layer. The aqueous layer was extracted with dichloromethane. The combined organic layer was dried over magnesium sulfate, filtered and evaporated under reduced pressure. The residue wa... Starting materials: C1CCOC1, [I-], [K+], [K+], [Na+], O=C([O-])[O-], N#CC1CCCN1C(=O)CNC1CCC(CNc2ncccn2)C1. The product is NC1CCC(CNc2ncccn2)C1. Reaction SMILES: [CH2:33]1[O:34][CH2:35][CH2:36][CH2:37]1.[I-:31].[K+:25].[K+:26].[Na+:32].[O-:27][C:28]([O-:29])=[O:30].[n:1]1[c:2]([NH:7][CH2:8][CH:9]2[CH2:10][CH:11]([NH:14][CH2:15][C:16]([N:17]3[CH2:18][CH2:19][CH2:20][CH:21]3[C:22]#[N:23])=[O:24])[CH2:12][CH2:13]2)[n:3][cH:4][cH:5][cH:6]1>>[n:1]1[c:2]([NH:7][CH2:8][CH:9]2[CH2:10][CH:11]([NH2:14])[CH2:12][CH2:13]2)[n:3][cH:4][cH:5][cH:6]1. Reactants: BrBr, Br, CCCN1CCCC2CC(=O)CCC21, CC(=O)O. The product is CCCN1CCCC2CC(=O)C(Br)CC21. Reaction SMILES: [Br:16][Br:17].[BrH:15].[CH2:1]([CH2:2][CH3:3])[N:4]1[CH2:5][CH2:6][CH2:7][CH:8]2[CH2:9][C:10](=[O:14])[CH2:11][CH2:12][CH:13]12.[CH3:18][C:19](=[O:20])[OH:21]>>[CH2:1]([CH2:2][CH3:3])[N:4]1[CH2:5][CH2:6][CH2:7][CH:8]2[CH2:9][C:10](=[O:14])[CH:11]([Br:15])[CH2:12][CH:13]12. The reactants are C(C)OC(=O)N1CCN(CC1)C([C@H](CCC(=O)O)NC(=O)C1=NC(=NC(=C1)OC1CCCC1)C1=CC=CC=C1)=O (4-{(S)-4-carboxy-2-[(6-cyclopentyloxy-2-phenyl-pyrimidine-4-carbonyl)-amino]-butyryl}-piperazine-1-carboxylic acid ethyl ester), C(C)OC(=O)N1CCN(CC1)C([C@H](CCCC(=O)O)NC(=O)C1=NC(=NC(=C1)OC1CCCC1)C1=CC=CC=C1)=O (4-{(S)-5-carboxy-2-[(6-cyclopentyloxy-2-phenyl-pyrimidine-4-carbonyl)-amino]-pentanoyl}-piperazine-1-carboxylic acid ethyl ester). Product: C(C)OC(=O)N1CCN(CC1)C([C@H](CCO)NC(=O)C1=NC(=NC(=C1)OC1CCCC1)C1=CC=CC=C1)=O (4-{(S)-2-[(6-cyclopentyloxy-2-phenyl-pyrimidine-4-carbonyl)-amino]-4-hydroxy-butyryl}-piperazine-1-carboxylic acid ethyl ester). RXN SMILES: [CH2:1]([O:3][C:4]([N:6]1[CH2:11][CH2:10][N:9]([C:12](=[O:40])[C@@H:13]([NH:19][C:20]([C:22]2[CH:27]=[C:26]([O:28][CH:29]3[CH2:33][CH2:32][CH2:31][CH2:30]3)[N:25]=[C:24]([C:34]3[CH:39]=[CH:38][CH:37]=[CH:36][CH:35]=3)[N:23]=2)=[O:21])[CH2:14]CC(O)=O)[CH2:8][CH2:7]1)=[O:5])[CH3:2].[CH2:41]([O:43]C(N1CCN(C(=O)[C@@H](NC(C2C=C(OC3CCCC3)N=C(C3C=CC=CC=3)N=2)=O)CCCC(O)=O)CC1)=O)C>>[CH2:1]([O:3][C:4]([N:6]1[CH2:7][CH2:8][N:9]([C:12](=[O:40])[C@@H:13]([NH:19][C:20]([C:22]2[CH:27]=[C:26]([O:28][CH:29]3[CH2:33][CH2:32][CH2:31][CH2:30]3)[N:25]=[C:24]([C:34]3[CH:39]=[CH:38][CH:37]=[CH:36][CH:35]=3)[N:23]=2)=[O:21])[CH2:14][CH2:41][OH:43])[CH2:10][CH2:11]1)=[O:5])[CH3:2]. Procedure: The compounds of Examples 12 and 13 were prepared using a method analogous to that of Example 11, starting from 4-{(S)-4-carboxy-2-[(6-cyclopentyloxy-2-phenyl-pyrimidine-4-carbonyl)-amino]-butyryl}-piperazine-1-carboxylic acid ethyl ester and 4-{(S)-5-carboxy-2-[(6-cyclopentyloxy-2-phenyl-pyrimidine-4-carbonyl)-amino]-pentanoyl}-piperazine-1-carboxylic acid ethyl ester respectively. Reactants: ClCC(=O)OCCN1C(COCC1)=O (2-(3-oxomorpholino)ethyl 2-chloroacetate), [OH-].[K+] (potassium hydroxide). The solvent is CO (methanol), CO (methanol), CO (methanol). The product is OCCN1C(COCC1)=O (4-(2-Hydroxyethyl)morpholin-3-one). RXN SMILES: ClCC([O:5][CH2:6][CH2:7][N:8]1[CH2:13][CH2:12][O:11][CH2:10][C:9]1=[O:14])=O.[OH-].[K+]>CO>[OH:5][CH2:6][CH2:7][N:8]1[CH2:13][CH2:12][O:11][CH2:10][C:9]1=[O:14] |f:1.2|. Procedure: A solution of 2-(3-oxomorpholino)ethyl 2-chloroacetate (400 g, 1.81 mol) in methanol (2 L) was added dropwise to a cooled (15° C.) solution of potassium hydroxide (203 g, 3.62 mol) in methanol (10 L). This was followed by the addition methanol (3 L). The resulting solution was allowed to react overnight while the temperature was maintained at room temperature. The mixture was then filtered, and the filtrate was concentrated under reduced pressure. The resulting residue taken up in 1 L of dichlor... The reactants are [ 9 ], C1(=CC=CC=C1)P(C1=CC=CC=C1)C1=CC=CC=C1 (triphenylphosphine), C(Cl)(Cl)(Cl)Cl (carbon tetrachloride), C(C)(=O)OC1=CC(=C2C(NC=NC2=C1)=O)OC1CCCC1 (7-acetoxy-5-cyclopentyloxy-3,4-dihydroquinazolin-4-one). Yields the product C(C)(=O)OC1=CC(=C2C(=NC=NC2=C1)Cl)OC1CCCC1 (7-acetoxy-4-chloro-5-cyclopentyloxyquinazoline). RXN SMILES: [C:1]([O:4][C:5]1[CH:14]=[C:13]2[C:8]([C:9](=O)[NH:10][CH:11]=[N:12]2)=[C:7]([O:16][CH:17]2[CH2:21][CH2:20][CH2:19][CH2:18]2)[CH:6]=1)(=[O:3])[CH3:2].C1(P(C2C=CC=CC=2)C2C=CC=CC=2)C=CC=CC=1.C(Cl)(Cl)(Cl)[Cl:42]>>[C:1]([O:4][C:5]1[CH:14]=[C:13]2[C:8]([C:9]([Cl:42])=[N:10][CH:11]=[N:12]2)=[C:7]([O:16][CH:17]2[CH2:21][CH2:20][CH2:19][CH2:18]2)[CH:6]=1)(=[O:3])[CH3:2]. Procedure details: Using an analogous procedure to that described in the last paragraph of Note [9] in Example 15, 7-acetoxy-5-cyclopentyloxy-3,4-dihydroquinazolin-4-one (5 g) was reacted with carbon tetrachloride and triphenylphosphine to give 7-acetoxy-4-chloro-5-cyclopentyloxyquinazoline (5.3 g); NMR Spectrum: (CDCl3) 1.65-1.8 (m, 2H), 1.8-2.05 (m, 4H), 2.1 (m, 2H), 2.4 (s, 3H), 4.95 (m, 1H), 6.78 (d, 1H), 7.35 (d, 1H), 8.9 (s, 1H); Mass Spectrum: M+H+ 307 and 309. The reactants are C1(=CC=CC=C1)C (toluene), C1(\C=C/C(=O)O1)=O (maleic anhydride), C1(\C=C/C(=O)O1)=O (maleic anhydride). Reaction conditions: temperature 180 celsius, time 4 hour. Product: C1(=CC=CC=C1)C.C1(\C=C/C(=O)O1)=O (Toluene Maleic Anhydride). Reaction SMILES: [C:1]1([CH3:7])[CH:6]=[CH:5][CH:4]=[CH:3][CH:2]=1.[C:8]1(=[O:14])[O:13][C:11](=[O:12])[CH:10]=[CH:9]1>>[C:1]1([CH3:7])[CH:6]=[CH:5][CH:4]=[CH:3][CH:2]=1.[C:11]1(=[O:12])[O:13][C:8](=[O:14])[CH:9]=[CH:10]1 |f:2.3|. Procedure details: 125 g (1.36 moles) of toluene and 13.3 g (0.136 moles) of maleic anhydride were weighed into a 300 ml Parr reactor. The reactor was heated to 180° C. then pressurized to 60 psi with air to initiate maleic anhydride free radical formation. The solution was stirred at 180° C. for 4 hr. The reactor was cooled to room temperature, and then the contents were transferred to a round bottom flask. The toluene and maleic anhydride were removed with a rotary evaporator. Weight of residue was 1.4 g.